This data is from the Open Reaction Database (ORD), a public repository of structured organic reaction records. The task is: describe an organic reaction: reactants, conditions, products, and yield The reactants are Br.CN(CCCCCCCC)C (dimethyloctylamine hydrobromide), BrBr (Bromine). Run in O (water). Conditions: temperature 50 celsius. Yields the product CN(CCCCCCCC)C (N,N-dimethyl-N-octylamine). Yield: 223.7%. RXN SMILES: Br.[CH3:2][N:3]([CH3:12])[CH2:4][CH2:5][CH2:6][CH2:7][CH2:8][CH2:9][CH2:10][CH3:11].BrBr>O>[CH3:2][N:3]([CH3:12])[CH2:4][CH2:5][CH2:6][CH2:7][CH2:8][CH2:9][CH2:10][CH3:11] |f:0.1|. Procedure details: The recrystallized dimethyloctylamine hydrobromide (11.14 g, 46.8 mmoles) was placed in a 250 ml round-bottom flask and dissolved in a minimum amount of water (21 ml). Bromine (2.40 ml, 7.47 g, 46.8 mmoles) was added dropwise with vigorous stirring from a 10.0 ml buret. The product separated as a dark red oil on the bottom of the flask. The top aqueous layer was decanted and the remaining traces of water removed by warming the flask to 50° C. at aspirator pressure to give the product as a clear ...